This data is from the Open Reaction Database (ORD), a public repository of structured organic reaction records. The task is: describe an organic reaction: reactants, conditions, products, and yield Reactants: CCOC(=O)C1OC1C(=O)NC(COCC(C)C)CC(C)C, CCO, [Cl-], [Na+], [Na+], O=C([O-])[O-], O. Product: CC(C)COCC(CC(C)C)NC(=O)C1OC1C(=O)[O-], [Na+]. Reaction SMILES: [CH2:1]([CH:2]([CH3:3])[CH3:4])[O:5][CH2:6][CH:7]([CH2:8][CH:9]([CH3:10])[CH3:11])[NH:12][C:13](=[O:14])[CH:15]1[CH:16]([C:18](=[O:19])[O:20][CH2:21][CH3:22])[O:17]1.[CH3:30][CH2:31][OH:32].[Cl-:23].[Na+:24].[Na+:25].[O-:26][C:27](=[O:28])[O-:29].[OH2:33]>>[CH2:1]([CH:2]([CH3:3])[CH3:4])[O:5][CH2:6][CH:7]([CH2:8][CH:9]([CH3:10])[CH3:11])[NH:12][C:13](=[O:14])[CH:15]1[CH:16]([C:18](=[O:19])[O-:20])[O:17]1.[Na+:24]. Reactants: C1(=CC=C(C=C1)S(=O)(=O)O)C (p-toluenesulfonic acid), 200, O=C(C)C=C(C)C (mesityl oxide), CC(C)=CCC\C(\C)=C\CO (geraniol). The solvent is O1CCCC1 (tetrahydrofuran). Reaction conditions: temperature 200 celsius. Product: CC(=CC(C)=O)CCC=C(CCC=C(C)C)C (4,8,12-trimethyl-3,7,11-tridecatrien-2-one). The yield is 78.0%. As a reaction SMILES: [O:1]=[C:2]([CH:4]=[C:5]([CH3:7])[CH3:6])[CH3:3].[CH3:8][C:9](=[CH:11][CH2:12][CH2:13]/[C:14](=[CH:16]/[CH2:17]O)/[CH3:15])[CH3:10].C1(C)C=CC(S(O)(=O)=O)=CC=1>O1CCCC1>[CH3:6][C:5]([CH2:7][CH2:17][CH:16]=[C:14]([CH3:15])[CH2:13][CH2:12][CH:11]=[C:9]([CH3:10])[CH3:8])=[CH:4][C:2](=[O:1])[CH3:3]. Reported procedure: A mixture of 200 parts of mesityl oxide, 200 parts of geraniol and 400 parts of tetrahydrofuran has 0.01 part of p-toluenesulfonic acid added to it and the whole is heated for 3 hours at 200°C at 50 atmospheres pressure. The reaction mixture is distilled and 133 parts of 4,8,12-trimethyl-3,7,11-tridecatrien-2-one is obtained. At a conversion of 52% the yield is 78% of theory based on geraniol.